Dataset: the Open Reaction Database (ORD), a public repository of structured organic reaction records. Task: describe an organic reaction: reactants, conditions, products, and yield Reaction SMILES: [CH3:20][C:21](=[O:22])[OH:23].[F:1][c:2]1[cH:3][cH:4][cH:5][c:6]2[c:7]1[n:8][c:9](-[c:11]1[cH:12][cH:13][c:14]([NH2:17])[cH:15][cH:16]1)[s:10]2.[I:18][Cl:19]>>[F:1][c:2]1[cH:3][cH:4][cH:5][c:6]2[c:7]1[n:8][c:9](-[c:11]1[cH:12][c:13]([I:18])[c:14]([NH2:17])[cH:15][cH:16]1)[s:10]2. Product: Nc1ccc(-c2nc3c(F)cccc3s2)cc1I. The reactants are CC(=O)O, Nc1ccc(-c2nc3c(F)cccc3s2)cc1, ClI. Starting materials: CCOC(=O)C(C#N)c1cccc(Sc2ccccc2C)c1OC, CI, CN(C)C=O, [H-], [Na+]. The product is CCOC(=O)C(C)(C#N)c1cccc(Sc2ccccc2C)c1OC. As a reaction SMILES: [C:3](#[N:4])[CH:5]([C:6](=[O:7])[O:8][CH2:9][CH3:10])[c:11]1[c:12]([O:25][CH3:26])[c:13]([S:17][c:18]2[c:19]([CH3:24])[cH:20][cH:21][cH:22][cH:23]2)[cH:14][cH:15][cH:16]1.[CH3:27][I:28].[CH3:29][N:30]([CH3:31])[CH:32]=[O:33].[H-:1].[Na+:2]>>[C:3](#[N:4])[C:5]([C:6](=[O:7])[O:8][CH2:9][CH3:10])([c:11]1[c:12]([O:25][CH3:26])[c:13]([S:17][c:18]2[c:19]([CH3:24])[cH:20][cH:21][cH:22][cH:23]2)[cH:14][cH:15][cH:16]1)[CH3:27]. The reactants are C(C)(C)C1=CC=C(C=C1)S (4-Isopropylbenzenethiol), BrC1=CC(=C(C=C1)C1=CC=C(C=C1)CCC1(COC(OC1)(C)C)NC(C)=O)F (N-{5-[2-(4′-bromo-2′-fluorobiphenyl-4-yl)ethyl]-2,2-dimethyl-1,3-dioxan-5-yl}acetamide), C(C)(C)C1=CC=C(C=C1)S (4-isopropylbenzenethiol), C(C)(C)N(CC)C(C)C (diisopropylethylamine), O (Water). Reagents/catalysts: C1=CC=C(C=C1)/C=C/C(=O)/C=C/C2=CC=CC=C2.C1=CC=C(C=C1)/C=C/C(=O)/C=C/C2=CC=CC=C2.C1=CC=C(C=C1)/C=C/C(=O)/C=C/C2=CC=CC=C2.C(Cl)(Cl)Cl.[Pd].[Pd] (tris(dibenzylideneacetone)dipalladium(0) chloroform adduct), CC1(C2=C(C(=CC=C2)P(C3=CC=CC=C3)C4=CC=CC=C4)OC5=C(C=CC=C51)P(C6=CC=CC=C6)C7=CC=CC=C7)C (Xantphos), C1=CC=C(C=C1)/C=C/C(=O)/C=C/C2=CC=CC=C2.C1=CC=C(C=C1)/C=C/C(=O)/C=C/C2=CC=CC=C2.C1=CC=C(C=C1)/C=C/C(=O)/C=C/C2=CC=CC=C2.C(Cl)(Cl)Cl.[Pd].[Pd] (tris(dibenzylideneacetone)dipalladium(0) chloroform adduct), C1(=CC=CC=C1)P(C1=CC=CC=2C(C3=CC=CC(=C3OC12)P(C1=CC=CC=C1)C1=CC=CC=C1)(C)C)C1=CC=CC=C1 (4,5-bis(diphenylphosphino)-9,9-dimethylxanthene). Solvent: O1CCOCC1 (1,4-dioxane). The product is FC1=C(C=CC(=C1)SC1=CC=C(C=C1)C(C)C)C1=CC=C(C=C1)CCC1(COC(OC1)(C)C)NC(C)=O (N-(5-{2-[2′-fluoro-4′-(4-isopropylphenylthio)biphenyl-4-yl]ethyl}-2,2-dimethyl-1,3-dioxan-5-yl)acetamide). Yield: 122.9%. As a reaction SMILES: Br[C:2]1[CH:7]=[CH:6][C:5]([C:8]2[CH:13]=[CH:12][C:11]([CH2:14][CH2:15][C:16]3([NH:24][C:25](=[O:27])[CH3:26])[CH2:21][O:20][C:19]([CH3:23])([CH3:22])[O:18][CH2:17]3)=[CH:10][CH:9]=2)=[C:4]([F:28])[CH:3]=1.[CH:29]([C:32]1[CH:37]=[CH:36][C:35]([SH:38])=[CH:34][CH:33]=1)([CH3:31])[CH3:30].C(N(C(C)C)CC)(C)C.O>O1CCOCC1.C1C=CC(/C=C/C(/C=C/C2C=CC=CC=2)=O)=CC=1.C1C=CC(/C=C/C(/C=C/C2C=CC=CC=2)=O)=CC=1.C1C=CC(/C=C/C(/C=C/C2C=CC=CC=2)=O)=CC=1.C(Cl)(Cl)Cl.[Pd].[Pd].C1(P(C2C=CC=CC=2)C2C3OC4C(=CC=CC=4P(C4C=CC=CC=4)C4C=CC=CC=4)C(C)(C)C=3C=CC=2)C=CC=CC=1>[F:28][C:4]1[CH:3]=[C:2]([S:38][C:35]2[CH:36]=[CH:37][C:32]([CH:29]([CH3:31])[CH3:30])=[CH:33][CH:34]=2)[CH:7]=[CH:6][C:5]=1[C:8]1[CH:13]=[CH:12][C:11]([CH2:14][CH2:15][C:16]2([NH:24][C:25](=[O:27])[CH3:26])[CH2:21][O:20][C:19]([CH3:23])([CH3:22])[O:18][CH2:17]2)=[CH:10][CH:9]=1 |f:5.6.7.8.9.10|. Reported procedure: A solution of N-{5-[2-(4′-bromo-2′-fluorobiphenyl-4-yl)ethyl]-2,2-dimethyl-1,3-dioxan-5-yl}acetamide (170 mg) of Reference Example 10, 4-isopropylbenzenethiol (57 mg), diisopropylethylamine (98 mg), tris(dibenzylideneacetone)dipalladium(0) chloroform adduct (9.8 mg) and 4,5-bis(diphenylphosphino)-9,9-dimethylxanthene (Xantphos) (11.2 mg) in 1,4-dioxane (1.5 mL) was heated under reflux for 9 hr under a nitrogen atmosphere. 4-Isopropylbenzenethiol (12 mg), tris(dibenzylideneacetone)dipalladium(0) ... The reactants are COC1=CC=C(C=C1)C=1N=C(SC1CCC1=CC=CC=C1)N (4-(4-methoxy-phenyl)-5-phenylethyl-thiazol-2-ylamine), COC=1C=C(C(=O)Cl)C=CC1OC (3,4-dimethoxy-benzoyl chloride). Yields the product COC=1C=C(C(=O)NC=2SC(=C(N2)C2=CC=C(C=C2)OC)CCC2=CC=CC=C2)C=CC1OC (3,4-dimethoxy-N-[4-(4-methoxy-phenyl)-5-phenylethyl-thiazol-2-yl]-benzamide). Isolated yield 76.4%. Reaction SMILES: [CH3:1][O:2][C:3]1[CH:8]=[CH:7][C:6]([C:9]2[N:10]=[C:11]([NH2:22])[S:12][C:13]=2[CH2:14][CH2:15][C:16]2[CH:21]=[CH:20][CH:19]=[CH:18][CH:17]=2)=[CH:5][CH:4]=1.[CH3:23][O:24][C:25]1[CH:26]=[C:27]([CH:31]=[CH:32][C:33]=1[O:34][CH3:35])[C:28](Cl)=[O:29]>>[CH3:23][O:24][C:25]1[CH:26]=[C:27]([CH:31]=[CH:32][C:33]=1[O:34][CH3:35])[C:28]([NH:22][C:11]1[S:12][C:13]([CH2:14][CH2:15][C:16]2[CH:17]=[CH:18][CH:19]=[CH:20][CH:21]=2)=[C:9]([C:6]2[CH:5]=[CH:4][C:3]([O:2][CH3:1])=[CH:8][CH:7]=2)[N:10]=1)=[O:29]. Procedure details: A procedure similar to that in Example 4 was used. 4-(4-methoxy-phenyl)-5-phenylethyl-thiazol-2-ylamine prepared in Example 57 and 3,4-dimethoxy-benzoyl chloride prepared in the step 1 of Example 12 were used as starting materials, allowed to react at room temperature overnight, followed by post-treatment to give a crude product, which was recrystallized with petroleum ether and ethyl acetate at a ratio of 2:1 (V:V) to obtain a product as a white solid in a yield of 76.4%, mp: 74-75 └. 1H-NMR (C... The reactants are Nc1ccc(Br)cc1F, COc1cc2nc[nH]c(=O)c2cc1OC(C)=O, CN(C)C=O, O=S(Cl)Cl. Yields the product COc1cc2ncnc(Nc3ccc(Br)cc3F)c2cc1OC(C)=O. Reaction SMILES: [Br:23][c:24]1[cH:25][c:26]([F:31])[c:27]([NH2:28])[cH:29][cH:30]1.[C:1]([CH3:2])(=[O:3])[O:4][c:5]1[cH:6][c:7]2[c:8](=[O:17])[nH:9][cH:10][n:11][c:12]2[cH:13][c:14]1[O:15][CH3:16].[O:18]=[CH:19][N:20]([CH3:21])[CH3:22].[S:32]([Cl:33])([Cl:34])=[O:35]>>[C:1]([CH3:2])(=[O:3])[O:4][c:5]1[cH:6][c:7]2[c:8]([NH:28][c:27]3[c:26]([F:31])[cH:25][c:24]([Br:23])[cH:30][cH:29]3)[n:9][cH:10][n:11][c:12]2[cH:13][c:14]1[O:15][CH3:16]. The reactants are BrCCCBr, CC#N, [K+], [K+], O=C([O-])[O-], CSc1cc(C(C)=O)ccc1O. The product is CSc1cc(C(C)=O)ccc1OCCCBr. Reaction SMILES: [Br:19][CH2:20][CH2:21][CH2:22][Br:23].[CH3:24][C:25]#[N:26].[K+:13].[K+:14].[O-:15][C:16]([O-:17])=[O:18].[OH:1][c:2]1[c:3]([S:11][CH3:12])[cH:4][c:5]([C:8]([CH3:9])=[O:10])[cH:6][cH:7]1>>[O:1]([c:2]1[c:3]([S:11][CH3:12])[cH:4][c:5]([C:8]([CH3:9])=[O:10])[cH:6][cH:7]1)[CH2:22][CH2:21][CH2:20][Br:19].